Dataset: the Open Reaction Database (ORD), a public repository of structured organic reaction records. Task: describe an organic reaction: reactants, conditions, products, and yield The reactants are COCCCOC(C1=CC(=C(C=C1)Cl)OCCCOC)=O (4-chloro-3-(3-methoxy-propoxy)-benzoic acid 3-methoxy-propyl ester), [OH-].[Na+] (NaOH), Cl (HCl). The solvent is O1CCOCC1 (dioxane). The product is ClC1=C(C=C(C(=O)O)C=C1)OCCCOC (4-Chloro-3-(3-methoxy-propoxy)-benzoic acid). RXN SMILES: COCCC[O:6][C:7](=[O:21])[C:8]1[CH:13]=[CH:12][C:11]([Cl:14])=[C:10]([O:15][CH2:16][CH2:17][CH2:18][O:19][CH3:20])[CH:9]=1.[OH-].[Na+].Cl>O1CCOCC1>[Cl:14][C:11]1[CH:12]=[CH:13][C:8]([C:7]([OH:21])=[O:6])=[CH:9][C:10]=1[O:15][CH2:16][CH2:17][CH2:18][O:19][CH3:20] |f:1.2|. Procedure details: A solution of 4-chloro-3-(3-methoxy-propoxy)-benzoic acid 3-methoxy-propyl ester (1.58 g, 4.99 mmol) in aqueous 2N NaOH (3.23 mL, 6.48 mmol) and dioxane (10 mL) is stirred at room temperature for 3.5 hrs. The mixture is acidified by addition of 2N HCl, the volatiles are removed by evaporation and the obtained suspension is filtered. The precipitate is washed with ice-cold water and dried in vacuo to give the title compound as white solid. MS: 243.0 [M−H]+. tR (HPLC, Nucleosil C18HD column, 20-10... Starting materials: FC1=CC=C(C=C1)C1=CC(=C(C=C1)C)N (4′-fluoro-4-methylbiphenyl-3-amine), ClC1=CC(=C(C=C1)NC(COCC(=O)O)=O)C(=O)OC ((2-([4-chloro-2-(methoxycarbonyl)phenyl]amino)-2-oxoethoxy)acetic acid). Product: ClC=1C=CC(=C(C(=O)O)C1)NC(COCC(=O)NC=1C=C(C=CC1C)C1=CC=C(C=C1)F)=O (5-chloro-2-[((2-[(4′-fluoro-4-methylbiphenyl-3-yl)amino]-2-oxoethoxy)acetyl)amino]benzoic acid). As a reaction SMILES: [F:1][C:2]1[CH:7]=[CH:6][C:5]([C:8]2[CH:13]=[CH:12][C:11]([CH3:14])=[C:10]([NH2:15])[CH:9]=2)=[CH:4][CH:3]=1.[Cl:16][C:17]1[CH:22]=[CH:21][C:20]([NH:23][C:24](=[O:31])[CH2:25][O:26][CH2:27][C:28](O)=[O:29])=[C:19]([C:32]([O:34]C)=[O:33])[CH:18]=1>>[Cl:16][C:17]1[CH:22]=[CH:21][C:20]([NH:23][C:24](=[O:31])[CH2:25][O:26][CH2:27][C:28]([NH:15][C:10]2[CH:9]=[C:8]([C:5]3[CH:4]=[CH:3][C:2]([F:1])=[CH:7][CH:6]=3)[CH:13]=[CH:12][C:11]=2[CH3:14])=[O:29])=[C:19]([CH:18]=1)[C:32]([OH:34])=[O:33]. Procedure details: Using the same method as in Example 1-(ii), 4′-fluoro-4-methylbiphenyl-3-amine was reacted with the (2-([4-chloro-2-(methoxycarbonyl)phenyl]amino)-2-oxoethoxy)acetic acid obtained in Example 1-(i) to give 5-chloro-2-[((2-[(4′-fluoro-4-methylbiphenyl-3-yl)amino]-2-oxoethoxy)acetyl)amino]benzoic acid.methyl ester (yield: 96%). Reactants: CCO, O=Cc1ccccc1, Cl, NO, [Na+], [OH-], O. Product: ON=Cc1ccccc1. RXN SMILES: [CH3:14][CH2:15][OH:16].[CH:1](=[O:2])[c:3]1[cH:4][cH:5][cH:6][cH:7][cH:8]1.[ClH:9].[NH2:10][OH:11].[Na+:13].[OH-:12].[OH2:17]>>[CH:1]([c:3]1[cH:4][cH:5][cH:6][cH:7][cH:8]1)=[N:10][OH:11]. Run at temperature 30 celsius, time 10 hour. The reactants are [OH-].[Na+] (sodium hydroxide), C1(=CC=CC=C1)O (phenol), Cl (hydrochloric acid), C(CCCCCCCCCCC)S (dodecyl mercaptan), C1(C=CCCC1)=O (2-cyclohexene-1-one). Reaction SMILES: [C:1]1([OH:7])[CH:6]=[CH:5][CH:4]=[CH:3][CH:2]=1.Cl.[CH2:9](S)[CH2:10][CH2:11][CH2:12][CH2:13][CH2:14][CH2:15][CH2:16][CH2:17][CH2:18][CH2:19][CH3:20].[C:22]1(=[O:28])[CH2:27][CH2:26][CH2:25][CH:24]=[CH:23]1.[OH-:29].[Na+]>CO>[OH:7][C:1]1[CH:6]=[CH:5][C:4]([C:10]2([C:25]3[CH:26]=[CH:27][C:22]([OH:28])=[CH:23][CH:24]=3)[CH2:11][CH2:12][CH2:13][CH:14]([C:15]3[CH:20]=[CH:19][C:18]([OH:29])=[CH:17][CH:16]=3)[CH2:9]2)=[CH:3][CH:2]=1 |f:4.5|. Procedure: 1412 g of phenol, 78.2 g of 35% hydrochloric acid, 15.2 g of dodecyl mercaptan, and 144 g of methanol were introduced to a 4-way flask of 3 liters in capacity, into which 144 g of 2-cyclohexene-1-one was dripped over 10 hours in a nitrogen ambience with the liquid temperature kept at 30 to 32° C., at the end of which the mixture was agitated for 46 hours at 30° C. After the end of reaction, aqueous sodium hydroxide solution was added to neutralize the liquid, which was then heated to distill out... Run in CO (methanol). Yields the product OC1=CC=C(C=C1)C1(CC(CCC1)C1=CC=C(C=C1)O)C1=CC=C(C=C1)O (1,1,3-tris(4-hydroxyphenyl)cyclohexane). Starting materials: C(CCC)N=CC1(OC2=C(OC1(F)F)C=CC=C2)F (butyliminomethyl-2,2,3-trifluoro-1,4-benzodioxane), C(C)(=O)OCC(CC(=O)OCC)=O (ethyl 4-acetoxy-acetoacetate), C(C)(=O)OC(C)=O (acetic anhydride), ice water. Reaction SMILES: C(N=C[C:7]1([F:19])[C:12]([F:14])([F:13])[O:11][C:10]2[CH:15]=[CH:16][CH:17]=[CH:18][C:9]=2[O:8]1)CCC.[C:20]([O:23][CH2:24][C:25](=[O:32])[CH2:26][C:27]([O:29][CH2:30][CH3:31])=[O:28])(=[O:22])[CH3:21].[C:33](OC(=O)C)(=O)C>>[F:14][C:12]1([F:13])[O:11][C:10]2[CH:15]=[CH:16][CH:17]=[C:18]([CH:33]=[C:26]([C:25]([CH2:24][O:23][C:20](=[O:22])[CH3:21])=[O:32])[C:27]([O:29][CH2:30][CH3:31])=[O:28])[C:9]=2[O:8][CH:7]1[F:19]. Reported procedure: 50 mmol of 5-(butyliminomethyl-2,2,3-trifluoro-1,4-benzodioxane and 50 mmol of ethyl 4-acetoxy-acetoacetate are stirred in 80 ml of acetic anhydride for 24 hours. The mixture is hydrolyzed with about 1 l of ice-water and the oil which has separated out is separated off, taken up in methylene chloride, dried and used as the crude product. Yields the product FC1(C(OC2=C(O1)C=CC=C2C=C(C(=O)OCC)C(=O)COC(C)=O)F)F (Ethyl 2-[(2,2,3-trifluoro-1,4-benzodioxan-5-yl)methylene]-4-acetoxy-acetoacetate).